This data is from the Open Reaction Database (ORD), a public repository of structured organic reaction records. The task is: describe an organic reaction: reactants, conditions, products, and yield Reaction SMILES: [C:15](=[CH2:16])([CH3:17])[n:18]1[c:19](=[O:31])[n:20]([CH2:27][C:28](=[O:29])[OH:30])[c:21]2[c:22]1[cH:23][cH:24][cH:25][cH:26]2.[CH2:32]1[O:33][CH2:34][CH2:35][CH2:36]1.[NH2:1][c:2]1[cH:3][c:4]([C:5]#[N:6])[cH:7][cH:8][c:9]1[NH:10][CH2:11][CH2:12][CH2:13][OH:14]>>[NH:1]([c:2]1[cH:3][c:4]([C:5]#[N:6])[cH:7][cH:8][c:9]1[NH:10][CH2:11][CH2:12][CH2:13][OH:14])[C:28]([CH2:27][n:20]1[c:19](=[O:31])[n:18]([C:15](=[CH2:16])[CH3:17])[c:22]2[c:21]1[cH:26][cH:25][cH:24][cH:23]2)=[O:29]. The product is C=C(C)n1c(=O)n(CC(=O)Nc2cc(C#N)ccc2NCCCO)c2ccccc21. The reactants are C=C(C)n1c(=O)n(CC(=O)O)c2ccccc21, C1CCOC1, N#Cc1ccc(NCCCO)c(N)c1. Product: COc1ccc2c(c1)CCC1C2CCC2(C)C(OC(C)=O)C=CC12. The reactants are COc1ccc2c(c1)CCC1C2CCC2(C)C(O)C=CC12, CC(=O)OC(C)=O, c1ccncc1. RXN SMILES: [CH3:1][O:2][c:3]1[cH:4][c:5]2[c:18]([cH:19][cH:20]1)[CH:17]1[CH:8]([CH2:7][CH2:6]2)[CH:9]2[CH:10]=[CH:11][CH:12]([OH:21])[C:13]2([CH3:14])[CH2:15][CH2:16]1.[CH3:22][C:23](=[O:24])[O:25][C:26](=[O:27])[CH3:28].[cH:29]1[cH:30][cH:31][n:32][cH:33][cH:34]1>>[CH3:1][O:2][c:3]1[cH:4][c:5]2[c:18]([cH:19][cH:20]1)[CH:17]1[CH:8]([CH2:7][CH2:6]2)[CH:9]2[CH:10]=[CH:11][CH:12]([O:21][C:23]([CH3:22])=[O:24])[C:13]2([CH3:14])[CH2:15][CH2:16]1. Reported procedure: Compound 8 (194 mg, 1 mmol) and 4-fluoroaniline (9b, 111 mg, 1 mmol) were taken in ethylene glycol and heated at 140° C. for 6 h. Then the reaction mixture was cooled and extracted with ethyl acetate from the aqueous layer and concentrated in vacuum. The compound was further purified by column chromatography using 60-120 silica gel to obtain 2-(4-fluorophenylamino)-N-(prop-2-ynyl)nicotinamide 10b as pure product. To a solution of from 2-(4-fluorophenylamino)-N-(prop-2-ynyl)nicotinamide (10b, 150... The yield is 71.6%. Reactants: FC1=CC=C(C=C1)NC1=C(C(=O)NCC#C)C=CC=N1 (2-(4-fluorophenylamino)-N-(prop-2-ynyl)nicotinamide), N(=[N+]=[N-])CC1=CC(=CC(=C1)OC)OC (1-(azidomethyl)-3,5-dimethoxybenzene), O (water), O=C1C(O)=C([O-])[C@H](O1)[C@@H](O)CO.[Na+] (sodium ascorbate). The reagents and catalysts are S(=O)(=O)([O-])[O-].[Cu+2] (copper (II) sulphate). Run at time 11 hour. Reaction SMILES: [F:1][C:2]1[CH:7]=[CH:6][C:5]([NH:8][C:9]2[N:20]=[CH:19][CH:18]=[CH:17][C:10]=2[C:11]([NH:13][CH2:14][C:15]#[CH:16])=[O:12])=[CH:4][CH:3]=1.[N:21]([CH2:24][C:25]1[CH:30]=[C:29]([O:31][CH3:32])[CH:28]=[C:27]([O:33][CH3:34])[CH:26]=1)=[N+:22]=[N-:23].O.O=C1O[C@H]([C@H](CO)O)C([O-])=C1O.[Na+]>S([O-])([O-])(=O)=O.[Cu+2].C(O)(C)(C)C>[CH3:32][O:31][C:29]1[CH:30]=[C:25]([CH:26]=[C:27]([O:33][CH3:34])[CH:28]=1)[CH2:24][N:21]1[CH:16]=[C:15]([CH2:14][NH:13][C:11](=[O:12])[C:10]2[CH:17]=[CH:18][CH:19]=[N:20][C:9]=2[NH:8][C:5]2[CH:6]=[CH:7][C:2]([F:1])=[CH:3][CH:4]=2)[N:23]=[N:22]1 |f:3.4,5.6|. The solvent is C(C)(C)(C)O (tert-butyl alcohol). Yields the product COC=1C=C(CN2N=NC(=C2)CNC(C2=C(N=CC=C2)NC2=CC=C(C=C2)F)=O)C=C(C1)OC (N-((1-(3,5-Dimethoxybenzyl)-1H-1,2,3-triazol-4-yl)methyl)-2-(4-fluorophenylamino)nicotinamide).